Dataset: the Open Reaction Database (ORD), a public repository of structured organic reaction records. Task: describe an organic reaction: reactants, conditions, products, and yield Starting materials: C(C)(C)[C@@H]1OC2=C(N(C1=S)CC(=O)O[C@H](C(=O)OC)C)C=CC=C2C(C)C ((S)-Methyl 2-[(S)-3,4-dihydro-2,8-diisopropyl-3-thioxo-2H-1,4-benzoxazin-4-yl]acetoxypropionate). Solvent: CO (MeOH). Product: C(C)(C)[C@@H]1OC2=C(N(C1=S)CC(=O)O)C=CC=C2C(C)C ((S)-(-)-3,4-dihydro-2,8-diisopropyl-3-thioxo-2H-1,4-benzoxazine-4-acetic acid). Isolated yield 61.7%. As a reaction SMILES: [CH:1]([C@H:4]1[C:9](=[S:10])[N:8]([CH2:11][C:12]([O:14][C@@H](C)C(OC)=O)=[O:13])[C:7]2[CH:21]=[CH:22][CH:23]=[C:24]([CH:25]([CH3:27])[CH3:26])[C:6]=2[O:5]1)([CH3:3])[CH3:2]>CO>[CH:1]([C@H:4]1[C:9](=[S:10])[N:8]([CH2:11][C:12]([OH:14])=[O:13])[C:7]2[CH:21]=[CH:22][CH:23]=[C:24]([CH:25]([CH3:27])[CH3:26])[C:6]=2[O:5]1)([CH3:3])[CH3:2]. Procedure: (S)-Methyl 2-[(S)-3,4-dihydro-2,8-diisopropyl-3-thioxo-2H-1,4-benzoxazin-4-yl]acetoxypropionate (1.1 g) was hydrolyzed and worked up in the manner same as that used in Example 22 to yield (S)-(-)-3,4-dihydro-2,8-diisopropyl-3-thioxo-2H-1,4-benzoxazine-4-acetic acid (0.53 g), mp 109°-110° C. [α]D23 -105° MeOH). Reactants: CCC(C)C1NCCn2cc(-c3ccccc3OC)nc21, ClCCCl, Cl, Cl, O=Cc1cn(C(c2ccccc2)(c2ccccc2)c2ccccc2)cn1. Yields the product CCC(C)C1c2nc(-c3ccccc3OC)cn2CCN1Cc1cn(C(c2ccccc2)(c2ccccc2)c2ccccc2)cn1. As a reaction SMILES: [CH3:3][CH:4]([CH2:5][CH3:6])[CH:7]1[c:8]2[n:9]([cH:13][c:14](-[c:16]3[c:17]([O:22][CH3:23])[cH:18][cH:19][cH:20][cH:21]3)[n:15]2)[CH2:10][CH2:11][NH:12]1.[Cl:50][CH2:51][CH2:52][Cl:53].[ClH:1].[ClH:2].[c:24]1([C:30]([n:31]2[cH:32][n:33][c:34]([CH:36]=[O:37])[cH:35]2)([c:38]2[cH:39][cH:40][cH:41][cH:42][cH:43]2)[c:44]2[cH:45][cH:46][cH:47][cH:48][cH:49]2)[cH:25][cH:26][cH:27][cH:28][cH:29]1>>[CH3:3][CH:4]([CH2:5][CH3:6])[CH:7]1[c:8]2[n:9]([cH:13][c:14](-[c:16]3[c:17]([O:22][CH3:23])[cH:18][cH:19][cH:20][cH:21]3)[n:15]2)[CH2:10][CH2:11][N:12]1[CH2:36][c:34]1[n:33][cH:32][n:31]([C:30]([c:24]2[cH:25][cH:26][cH:27][cH:28][cH:29]2)([c:38]2[cH:39][cH:40][cH:41][cH:42][cH:43]2)[c:44]2[cH:45][cH:46][cH:47][cH:48][cH:49]2)[cH:35]1. Reactants: material, C(C)(=O)[O-].[Na+] (sodium acetate), OC1=CC=C(C(=O)C2=CC=C(C=C2)O)C=C1 (4,4'-dihydroxybenzophenone), OC1=CC=C(C(=O)C2=CC=C(C=C2)O)C=C1 (4,4'-dihydroxybenzophenone), Cl.NO (hydroxylamine hydrochloride), C=1(C(=CC=CC1)S(=O)(=O)O)C (toluenesulfonic acid). Run in C(C)(=O)O (acetic acid), C(C)O (ethanol), O (water), C(C)O (ethanol), O (water), O (water). Run at temperature 75 celsius. Product: OC1=CC=C(C(=O)NC2=CC=C(C=C2)O)C=C1 (4,4'-Dihydroxybenzanilide). RXN SMILES: OC1C=CC([C:6]([C:8]2[CH:13]=[CH:12][C:11]([OH:14])=[CH:10][CH:9]=2)=[O:7])=CC=1.Cl.[NH2:18]O.[C:20]([O-:23])(=O)[CH3:21].[Na+].[C:25]1(C)[C:26](S(O)(=O)=O)=CC=[CH:29][CH:30]=1>O.C(O)(=O)C.C(O)C>[OH:14][C:11]1[CH:10]=[CH:9][C:8]([C:6]([NH:18][C:25]2[CH:26]=[CH:21][C:20]([OH:23])=[CH:29][CH:30]=2)=[O:7])=[CH:13][CH:12]=1 |f:1.2,3.4|. Reported procedure: One hundred grams of 4,4'-dihydroxybenzophenone (0.467 mole) is added to 300 milliliters of ethanol in a stirred, 1-liter Erlenmeyer flask. After the 4,4'-dihydroxybenzophenone has dissolved, a solution consisting of 48.6 grams of hydroxylamine hydrochloride (0.699 mole) and 57.4 grams of sodium acetate (0.700 mole) in 70 milliliters of deionized water is added followed by an additional 100 milliliters of ethanol. This mixture is stirred and heated on a hot plate to a gentle refluxing condition ... Reactants: COC(C1=C(C=C(C=C1)C1=C(C(=NC=C1)CC)C#CC=1C=NC(=CC1)N)Cl)=O (4-[3-(6-Amino-pyridin-3-ylethynyl)-2-ethyl-pyridin-4-yl]-2-chloro-benzoic acid methyl ester), [Li+].[OH-] (LiOH). Run in C1CCOC1 (THF), C1CCOC1 (THF), O (water). Yields the product NC1=CC=C(C=N1)C#CC=1C(=NC=CC1C1=CC(=C(C(=O)O)C=C1)Cl)CC (4-[3-(6-Amino-pyridin-3-ylethynyl)-2-ethyl-pyridin-4-yl]-2-chloro-benzoic acid). Reaction SMILES: C[O:2][C:3](=[O:28])[C:4]1[CH:9]=[CH:8][C:7]([C:10]2[CH:15]=[CH:14][N:13]=[C:12]([CH2:16][CH3:17])[C:11]=2[C:18]#[C:19][C:20]2[CH:21]=[N:22][C:23]([NH2:26])=[CH:24][CH:25]=2)=[CH:6][C:5]=1[Cl:27].[Li+].[OH-]>C1COCC1.O>[NH2:26][C:23]1[N:22]=[CH:21][C:20]([C:19]#[C:18][C:11]2[C:12]([CH2:16][CH3:17])=[N:13][CH:14]=[CH:15][C:10]=2[C:7]2[CH:8]=[CH:9][C:4]([C:3]([OH:28])=[O:2])=[C:5]([Cl:27])[CH:6]=2)=[CH:25][CH:24]=1 |f:1.2|. Procedure: The title compound is synthesized according to general procedure GP4 starting from 1.1 g (2.8 mmol) 4-[3-(6-Amino-pyridin-3-ylethynyl)-2-ethyl-pyridin-4-yl]-2-chloro-benzoic acid methyl ester (A-39) using 134 mg (5.6 mmoL) LiOH in a mixture of 100 mL THF and 20 mL water. After completion of the reaction, THF is removed under reduced pressure, the aqueous solution is acidified with 1N HCl to pH ˜1 before the pH is adjusted to 6 with saturated aqueous NaHCO3 solution. The precipitated product is c... Reactants: ClC1=CC=C(C=C1)C1C(C2CCC(C1)N2C)OCC2=CC1=CC=CC=C1C=C2 ((1RS,2RS,3RS,5SR)-3-(4-chloro-phenyl)-8-methyl-2-(naphthalen-2-ylmethoxy)-8-aza-bicyclo[3.2.1]octane), C([O-])([O-])=O.[K+].[K+] (potassium carbonate), ClC(=O)OCC(Cl)(Cl)Cl (2,2,2-trichloroethyl chloro-formate). The solvent is C1(=CC=CC=C1)C (toluene). Reaction conditions: temperature 100 celsius, time 12 hour. Yields the product ClC1=CC=C(C=C1)C1C(C2CCC(C1)N2C(=O)OCC(Cl)(Cl)Cl)OCC2=CC1=CC=CC=C1C=C2 (2,2,2-trichloroethyl (1RS,2RS,3RS,5SR)-3-(4-chloro-phenyl)-2-(naphthalen-2-ylmethoxy)-8-aza-bicyclo[3.2.1]octane-8-carboxylate). Isolated yield 79.2%. RXN SMILES: [Cl:1][C:2]1[CH:7]=[CH:6][C:5]([CH:8]2[CH2:14][CH:13]3[N:15](C)[CH:10]([CH2:11][CH2:12]3)[CH:9]2[O:17][CH2:18][C:19]2[CH:28]=[CH:27][C:26]3[C:21](=[CH:22][CH:23]=[CH:24][CH:25]=3)[CH:20]=2)=[CH:4][CH:3]=1.C(=O)([O-])[O-].[K+].[K+].Cl[C:36]([O:38][CH2:39][C:40]([Cl:43])([Cl:42])[Cl:41])=[O:37]>C1(C)C=CC=CC=1>[Cl:1][C:2]1[CH:7]=[CH:6][C:5]([CH:8]2[CH2:14][CH:13]3[N:15]([C:36]([O:38][CH2:39][C:40]([Cl:43])([Cl:42])[Cl:41])=[O:37])[CH:10]([CH2:11][CH2:12]3)[CH:9]2[O:17][CH2:18][C:19]2[CH:28]=[CH:27][C:26]3[C:21](=[CH:22][CH:23]=[CH:24][CH:25]=3)[CH:20]=2)=[CH:4][CH:3]=1 |f:1.2.3|. Procedure: A solution of 1.02 g (2.6 mmol) of (1RS,2RS,3RS,5SR)-3-(4-chloro-phenyl)-8-methyl-2-(naphthalen-2-ylmethoxy)-8-aza-bicyclo[3.2.1]octane in 40 ml of toluene was treated with 150 mg of potassium carbonate and heated to 100° C. Subsequently, 0.635 g (0.400 ml) (3 mmol) of 2,2,2-trichloroethyl chloro-formate was added thereto and the mixture was stirred at 100° C. for 12 hours. The reaction solution was evaporated under reduced pressure, the residue was taken up in 70 ml of ethyl acetate and washed ... The reactants are COCC1=C(C(=NC(=N1)NC1=CC=CC=C1)N1C(C2=CC=CC=C2CC1)C)C (6-methoxymethyl-5-methyl-2-phenylamino-4-(1-methyl-1,2,3,4-tetrahydroisoquinolin-2-yl)pyrimidine), B(Br)(Br)Br (Boron tribromide), ice water, C(C)OCC (ethyl ether), Cl (hydrochloric acid). Solvent: C(C)O (ethanol), ClCCl (dichloromethane). Reaction conditions: temperature 0 celsius, time 30 minute. The product is Cl.OCC1=C(C(=NC(=N1)NC1=CC=CC=C1)N1C(C2=CC=CC=C2CC1)C)C (6-hydroxymethyl-5-methyl-2-phenylamino-4-(1-methyl-1,2,3,4-tetrahydroisoquinolin-2-yl)pyrimidine hydrochloride). The yield is 59.5%. Reaction SMILES: C[O:2][CH2:3][C:4]1[N:9]=[C:8]([NH:10][C:11]2[CH:16]=[CH:15][CH:14]=[CH:13][CH:12]=2)[N:7]=[C:6]([N:17]2[CH2:26][CH2:25][C:24]3[C:19](=[CH:20][CH:21]=[CH:22][CH:23]=3)[CH:18]2[CH3:27])[C:5]=1[CH3:28].B(Br)(Br)Br.C(OCC)C.[ClH:38]>ClCCl.C(O)C>[ClH:38].[OH:2][CH2:3][C:4]1[N:9]=[C:8]([NH:10][C:11]2[CH:12]=[CH:13][CH:14]=[CH:15][CH:16]=2)[N:7]=[C:6]([N:17]2[CH2:26][CH2:25][C:24]3[C:19](=[CH:20][CH:21]=[CH:22][CH:23]=3)[CH:18]2[CH3:27])[C:5]=1[CH3:28] |f:6.7|. Reported procedure: A solution of 6-methoxymethyl-5-methyl-2-phenylamino-4-(1-methyl-1,2,3,4-tetrahydroisoquinolin-2-yl)pyrimidine(4.0 g, 9.7 mmol) in dichloromethane (50 ml) was cooled under 0° C. Boron tribromide (1M-dichloromethane solution, 38.8 ml, 38.8 mmol) was added dropwise to the solution. The reaction mixture was stirred for 30 minutes at 0° C. and poured into ice water. The separated dichloromethane layer was washed with aqueous sodium bicarbonate solution, dried over anhydrous sodium sulfate, concentra...